Dataset: the Open Reaction Database (ORD), a public repository of structured organic reaction records. Task: describe an organic reaction: reactants, conditions, products, and yield The reactants are C(C)OC(=O)C=1NC(=CC1N)C (Ethyl-3-amino-5-methyl-1H-pyrrole-2-carboxylate), C(C)#N (acetonitrile), Cl (HCl), O1CCOCC1 (dioxane). Reaction conditions: temperature 50 celsius. Yields the product Cl.C(C)(=N)NC1=C(NC(=C1)C)C(=O)OCC (Ethyl 3-(ethanimidoylamino)-5-methyl-1H-pyrrole-2-carboxylate hydrochloride). Reaction SMILES: [CH2:1]([O:3][C:4]([C:6]1[NH:7][C:8]([CH3:12])=[CH:9][C:10]=1[NH2:11])=[O:5])[CH3:2].[ClH:13].O1CCOCC1.[C:20](#[N:22])[CH3:21]>>[ClH:13].[C:20]([NH:11][C:10]1[CH:9]=[C:8]([CH3:12])[NH:7][C:6]=1[C:4]([O:3][CH2:1][CH3:2])=[O:5])(=[NH:22])[CH3:21] |f:4.5|. Reported procedure: Ethyl-3-amino-5-methyl-1H-pyrrole-2-carboxylate (58.87 g; 0.35 mol) prepared according to literature [Gangjee A.; Li W.; Yang J.; Kisliuk R. L.; J. Med. Chem. 2008, 51, 68] is suspended in acetonitrile (1750 mL). To the suspension is added dropwise 4M HCl in dioxane (473 mL; 1.89 mol) within 15 minutes. After complete addition the reaction mixture is heated to 50° C. for 18 hours. The reaction mixture is cooled to 10° C., the solid is collected by suction filtration and washed with cold acetonit... The reactants are C(C)(=O)OCC (ethyl acetate), cuprous bromide, 6,7-dimethoxy-2-naphthalenetriflate, C[Sn](C1=CC2=C(C=C1[N+](=O)[O-])OCO2)(C)C (trimethyl(3,4-methylenedioxy-6-nitrophenyl)stannane). The reagents and catalysts are C=1C=CC(=CC1)[P](C=2C=CC=CC2)(C=3C=CC=CC3)[Pd]([P](C=4C=CC=CC4)(C=5C=CC=CC5)C=6C=CC=CC6)([P](C=7C=CC=CC7)(C=8C=CC=CC8)C=9C=CC=CC9)[P](C=1C=CC=CC1)(C=1C=CC=CC1)C=1C=CC=CC1 (Tetrakis(triphenylphosphine)palladium(0)). The solvent is C1CCOC1 (THF), C1CCOC1 (THF). Conditions: time 0.5 hour. Product: C1OC2=CC(=C(C=C2O1)C=1C=C2C=C(C(=CC2=CC1)OC)OC)[N+](=O)[O-] (6-(4,5-Methylenedioxy-2-nitrophenyl)-2,3-dimethoxy-naphthalene). RXN SMILES: C[Sn](C)(C)[C:3]1[C:8]([N+:9]([O-:11])=[O:10])=[CH:7][C:6]2[O:12][CH2:13][O:14][C:5]=2[CH:4]=1.[C:17]([O:20][CH2:21][CH3:22])(=O)C>C1COCC1.C1C=CC([P]([Pd]([P](C2C=CC=CC=2)(C2C=CC=CC=2)C2C=CC=CC=2)([P](C2C=CC=CC=2)(C2C=CC=CC=2)C2C=CC=CC=2)[P](C2C=CC=CC=2)(C2C=CC=CC=2)C2C=CC=CC=2)(C2C=CC=CC=2)C2C=CC=CC=2)=CC=1>[CH2:13]1[O:14][C:5]2[C:6](=[CH:7][C:8]([N+:9]([O-:11])=[O:10])=[C:3]([C:3]3[CH:4]=[C:5]4[C:6](=[CH:7][CH:8]=3)[CH:22]=[C:21]([O:20][CH3:17])[C:21]([O:20][CH3:17])=[CH:22]4)[CH:4]=2)[O:12]1 |^1:31,33,52,71|. Reported procedure: Tetrakis(triphenylphosphine)palladium(0) (40 mg) and cuprous bromide (8 mg) were added to a solution of 6,7-dimethoxy-2-naphthalenetriflate (160 mg, 0.48 mmol) and trimethyl(3,4-methylenedioxy-6-nitrophenyl)stannane (8, 187 mg, 0.57 mmol) in THF (20 mL). The mixture was stirred at room temperature for 0.5 h., and then refluxed under nitrogen for 18 h. After Cooling, THF was rotaevaporated and ethyl acetate (50 ml) was added to the residue. the solution was washed with water (30 mL). The organic ... Starting materials: NC=1C=C2C=3CC(CCC3NC2=CC1)N(C)C (6-amino-3-(dimethyl)amino-1,2,3,4-tetrahydro-9H-carbazole), ClC1=C(C(=O)O)C(=CC=C1)Cl (2,6-dichlorobenzoic acid). Yields the product ClC1=C(C(=O)NC=2C=C3C=4CC(CCC4NC3=CC2)N(C)C)C(=CC=C1)Cl (6-(2,6-dichlorobenzoyl)amino-3-(dimethyl)amino-1,2,3,4-tetrahydro-9H-carbazole). Isolated yield 15.7%. Reaction SMILES: [NH2:1][C:2]1[CH:3]=[C:4]2[C:12](=[CH:13][CH:14]=1)[NH:11][C:10]1[CH2:9][CH2:8][CH:7]([N:15]([CH3:17])[CH3:16])[CH2:6][C:5]2=1.[Cl:18][C:19]1[CH:27]=[CH:26][CH:25]=[C:24]([Cl:28])[C:20]=1[C:21](O)=[O:22]>>[Cl:18][C:19]1[CH:27]=[CH:26][CH:25]=[C:24]([Cl:28])[C:20]=1[C:21]([NH:1][C:2]1[CH:3]=[C:4]2[C:12](=[CH:13][CH:14]=1)[NH:11][C:10]1[CH2:9][CH2:8][CH:7]([N:15]([CH3:17])[CH3:16])[CH2:6][C:5]2=1)=[O:22]. Procedure: Beginning with 8.7 mg (0.038 mMol) 6-amino-3-(dimethyl)amino-1,2,3,4-tetrahydro-9H-carbazole and 18.0 mg (0.086 mMol) 2,6-dichlorobenzoic acid, 2.4 mg (16%) of the title compound were recovered as a beige solid. The reactants are CCOC(C)=O, CCOC1CCC(=O)N1, C1CCCCC1, CC(=O)O, Oc1ccccc1, O=S(=O)(O)O. Yields the product O=C1CCC(c2ccc(O)cc2)N1. RXN SMILES: [C:26]([O:27][CH2:28][CH3:29])(=[O:30])[CH3:31].[CH2:1]([O:2][CH:4]1[CH2:5][CH2:6][C:7](=[O:8])[NH:9]1)[CH3:3].[CH2:32]1[CH2:33][CH2:34][CH2:35][CH2:36][CH2:37]1.[CH3:15][C:16](=[O:17])[OH:18].[OH:19][c:20]1[cH:21][cH:22][cH:23][cH:24][cH:25]1.[S:10](=[O:11])(=[O:12])([OH:13])[OH:14]>>[CH:4]1([c:23]2[cH:22][cH:21][c:20]([OH:19])[cH:25][cH:24]2)[CH2:5][CH2:6][C:7](=[O:8])[NH:9]1. Reactants: C(C1=CC=CC=C1)OC1=C(C(=CC=C1)[N+](=O)[O-])Cl (1-(benzyloxy)-2-chloro-3-nitrobenzene), O.O.O.O.O.O.O.O.O.[S-2].[Na+].[Na+] (sodium sulfide nonahydrate), CCOCC (ether), Cl (HCl). Solvent: CN(C)C=O (DMF). Conditions: temperature 22 celsius, time 30 hour. Product: C(C1=CC=CC=C1)OC1=C(C(=CC=C1)[N+](=O)[O-])S (2-(benzyloxy)-6-nitrobenzenethiol). As a reaction SMILES: [CH2:1]([O:8][C:9]1[CH:14]=[CH:13][CH:12]=[C:11]([N+:15]([O-:17])=[O:16])[C:10]=1Cl)[C:2]1[CH:7]=[CH:6][CH:5]=[CH:4][CH:3]=1.O.O.O.O.O.O.O.O.O.[S-2:28].[Na+].[Na+].CCOCC.Cl>CN(C=O)C>[CH2:1]([O:8][C:9]1[CH:14]=[CH:13][CH:12]=[C:11]([N+:15]([O-:17])=[O:16])[C:10]=1[SH:28])[C:2]1[CH:7]=[CH:6][CH:5]=[CH:4][CH:3]=1 |f:1.2.3.4.5.6.7.8.9.10.11.12|. Procedure details: To a solution of 8.56 g (32.5 mmol) of 1-(benzyloxy)-2-chloro-3-nitrobenzene in 120 mL of DMF was added 15.6 g (64.9 mmol) of pulverized sodium sulfide nonahydrate. The mixture was stirred vigorously at 22° C. for 30 hours and then poured into a vigorously stirred mixture of ether and 1 N HCl. The organic layer was washed with water then brine, dried (Na2SO4), and evaporated. The residue was crystallized from dichloromethane (DCM) and hexane to give 2-(benzyloxy)-6-nitrobenzenethiol. Reactants: N,N′-carbonyldiimidazole, C1(=C(C=CC=C1)N)N (1,2-phenylenediamine), FC(C(=O)O)(F)F (trifluoroacetic acid), O=C(COC1=CC=C(C(=O)O)C=C1)NCC=1C=NC=CC1 (4-{2-oxo-2-[(pyridin-3-ylmethyl)amino]ethoxy}benzoic acid). The solvent is O1CCCC1 (tetrahydrofuran). Run at temperature 45 celsius, time 1 hour. Product: NC1=C(C=CC=C1)NC(C1=CC=C(C=C1)OCC(NCC=1C=NC=CC1)=O)=O (N-(2-aminophenyl)-4-{2-oxo-2-[(pyridin-3-ylmethyl)amino]ethoxy}-benzamide). Yield: 84.8%. Reaction SMILES: [O:1]=[C:2]([NH:14][CH2:15][C:16]1[CH:17]=[N:18][CH:19]=[CH:20][CH:21]=1)[CH2:3][O:4][C:5]1[CH:13]=[CH:12][C:8]([C:9]([OH:11])=O)=[CH:7][CH:6]=1.[C:22]1([NH2:29])[CH:27]=[CH:26][CH:25]=[CH:24][C:23]=1[NH2:28].FC(F)(F)C(O)=O>O1CCCC1>[NH2:28][C:23]1[CH:24]=[CH:25][CH:26]=[CH:27][C:22]=1[NH:29][C:9](=[O:11])[C:8]1[CH:7]=[CH:6][C:5]([O:4][CH2:3][C:2](=[O:1])[NH:14][CH2:15][C:16]2[CH:17]=[N:18][CH:19]=[CH:20][CH:21]=2)=[CH:13][CH:12]=1. Reported procedure: 0.34 g (2.1 mmole) of N,N′-carbonyldiimidazole was added to a tetrahydrofuran (10 ml) suspension including 0.6 g (2.1 mmole) of 4-{2-oxo-2-[(pyridin-3-ylmethyl)amino]ethoxy}benzoic acid, followed by stirring at 45° C. for 1 hour. After cooling to room temperature, 2.1 g (19.4 mmole, 8 equivalents) of 1,2-phenylenediamine and 0.4 ml of trifluoroacetic acid were added, and reaction was further carried out for 15 hours. After completion of the reaction, a post-treatment was performed in the same ma... Reported procedure: A solution of ethyl 3-hydroxy4-nitrophenylacetate (5.0 g, Reference Example 6) was dissolved in ethanol (approximately 200 mL) was treated with ammonium formate (approximately 20 g). The mixture was warmed to 50° C. and then treated cautiously with palladium on charcoal (approximately 1 g, 5%)—effervescence was observed. After 30 minutes the mixture was filtered hot through a pad of filter-aid and the filtrate was concentrated to give the title compound (3.3 g) as a black solid. Conditions: temperature 50 celsius. Yields the product NC1=C(C=C(C=C1)CC(=O)OCC)O (Ethyl 4-amino-3-hydroxy-phenylacetate). The reagents and catalysts are [Pd] (palladium on charcoal). Reaction SMILES: C1(C)C=CC=CC=1NC1[O:9][C:10]2[CH:16]=[C:15]([CH2:17][CH2:18]C(NC3C=CC([C@H](C)CC(O)=O)=CC=3)=O)[CH:14]=[CH:13][C:11]=2[N:12]=1.C([O-])=[O:36].[NH4+].[CH2:39]([OH:41])[CH3:40]>[Pd]>[NH2:12][C:11]1[CH:13]=[CH:14][C:15]([CH2:17][C:18]([O:41][CH2:39][CH3:40])=[O:36])=[CH:16][C:10]=1[OH:9] |f:1.2|. The reactants are C1(=C(C=CC=C1)NC=1OC2=C(N1)C=CC(=C2)CCC(=O)NC2=CC=C(C=C2)[C@@H](CC(=O)O)C)C ((R)-3-{4-[3-(2-o-tolylamino-benzoxazol-6-yl)-propanoylamino]-phenyl}-butanoic acid), C(C)O (ethanol), C(=O)[O-].[NH4+] (ammonium formate). The reactants are CC(C)(C(CN1N=CN=C1)=O)C (2,2-dimethyl-4-(1,2,4-triazol-1-yl)-butan-3-one), C(C)(C)OC(C)C (diisopropyl ether), BrCCCCOC1=CC=CC=C1 (1-bromo-4-phenoxybutane), colorless crystals, [H-].[Na+] (sodium hydride). The solvent is CN(C=O)C (DMF), CN(C=O)C (DMF), CN(C=O)C (dimethylformamide), O (water). Conditions: time 20 hour. Yields the product CC(C)(C(C(CCCCOC1=CC=CC=C1)N1N=CN=C1)=O)C (2,2-dimethyl-4-(1,2,4-triazol-1-yl)-8-phenoxy-octan-3-one). Reaction SMILES: [CH3:1][C:2]([CH3:12])([C:4](=[O:11])[CH2:5][N:6]1[CH:10]=[N:9][CH:8]=[N:7]1)[CH3:3].[H-].[Na+].Br[CH2:16][CH2:17][CH2:18][CH2:19][O:20][C:21]1[CH:26]=[CH:25][CH:24]=[CH:23][CH:22]=1.C(OC(C)C)(C)C>CN(C)C=O.O>[CH3:3][C:2]([CH3:12])([C:4](=[O:11])[CH:5]([N:6]1[CH:10]=[N:9][CH:8]=[N:7]1)[CH2:16][CH2:17][CH2:18][CH2:19][O:20][C:21]1[CH:26]=[CH:25][CH:24]=[CH:23][CH:22]=1)[CH3:1] |f:1.2|. Reported procedure: A solution of 14.3 g of 2,2-dimethyl-4-(1,2,4-triazol-1-yl)-butan-3-one (cf. German Laid-Open Application DOS No. 2,638,470) in 20 ml of DMF is added dropwise, under a dry nitrogen atmosphere, to a stirred suspension of 2.3 g of sodium hydride in 20 ml of dimethylformamide (DMF), the reaction temperature being kept at 20°-30° C. by cooling; the mixture is subsequently stirred for 20 hours at room temperature. A solution of 19.5 g of 1-bromo-4-phenoxybutane in 20 ml of DMF is then added dropwise ...